From a dataset of the Open Reaction Database (ORD), a public repository of structured organic reaction records. describe an organic reaction: reactants, conditions, products, and yield The reactants are CC(C)CC(C(=O)NN1C(=O)NC(C(C)C)C1=O)C(CNC(=O)c1ccccc1)C(=O)NOC1CCCCO1, CO, O, Cc1ccc(S(=O)(=O)O)cc1. Yields the product CC(C)CC(C(=O)NN1C(=O)NC(C(C)C)C1=O)C(CNC(=O)c1ccccc1)C(=O)NO. Reaction SMILES: [C:1]([c:2]1[cH:3][cH:4][cH:5][cH:6][cH:7]1)(=[O:8])[NH:9][CH2:10][CH:11]([C:12]([NH:13][O:14][CH:15]1[CH2:16][CH2:17][CH2:18][CH2:19][O:20]1)=[O:21])[CH:22]([C:23](=[O:24])[NH:25][N:26]1[C:27](=[O:35])[NH:28][CH:29]([CH:32]([CH3:33])[CH3:34])[C:30]1=[O:31])[CH2:36][CH:37]([CH3:38])[CH3:39].[CH3:52][OH:53].[OH2:40].[c:41]1([CH3:42])[cH:43][cH:44][c:45]([S:46]([OH:47])(=[O:48])=[O:49])[cH:50][cH:51]1>>[C:1]([c:2]1[cH:3][cH:4][cH:5][cH:6][cH:7]1)(=[O:8])[NH:9][CH2:10][CH:11]([C:12]([NH:13][OH:14])=[O:21])[CH:22]([C:23](=[O:24])[NH:25][N:26]1[C:27](=[O:35])[NH:28][CH:29]([CH:32]([CH3:33])[CH3:34])[C:30]1=[O:31])[CH2:36][CH:37]([CH3:38])[CH3:39].